From a dataset of the Open Reaction Database (ORD), a public repository of structured organic reaction records. describe an organic reaction: reactants, conditions, products, and yield The reactants are BrC=1C=C2C=3N(C(C(NC3C1)=O)=O)C(CC2)CC(=O)O (9-bromo-5-carboxymethyl-6,7-dihydro-1H, 5H-pyrido[1,2,3-de]quinoxaline-2,3-dione), CC1=CC=C(N)C=C1 (p-methylaniline). Product: BrC=1C=C2C=3N(C(C(NC3C1)=O)=O)C(CC2)CC(NC2=CC=C(C=C2)C)=O (9-Bromo-5-(p-tolylcarbamoylmethyl)-6,7-dihydro-1H, 5H-pyrido[1,2,3-de]quinoxaline-2,3-dione). Yield: 95.5%. As a reaction SMILES: [Br:1][C:2]1[CH:3]=[C:4]2[CH2:16][CH2:15][CH:14]([CH2:17][C:18](O)=[O:19])[N:6]3[C:7](=[O:13])[C:8](=[O:12])[NH:9][C:10]([CH:11]=1)=[C:5]23.[CH3:21][C:22]1[CH:28]=[CH:27][C:25]([NH2:26])=[CH:24][CH:23]=1>>[Br:1][C:2]1[CH:3]=[C:4]2[CH2:16][CH2:15][CH:14]([CH2:17][C:18](=[O:19])[NH:26][C:25]3[CH:27]=[CH:28][C:22]([CH3:21])=[CH:23][CH:24]=3)[N:6]3[C:7](=[O:13])[C:8](=[O:12])[NH:9][C:10]([CH:11]=1)=[C:5]23. Procedure details: A procedure similar to that described in Example 5 was carried out with 9-bromo-5-carboxymethyl-6,7-dihydro-1H, 5H-pyrido[1,2,3-de]quinoxaline-2,3-dione (150 mg, 0.44 mmol) and p-methylaniline (107 mg, 1 mmol) to give 180 mg of the title compound (95%): mp>270° C.; 1H NMR (270 MHz, DMSO-d6) δ12.06 (s, 1H), 9.91 (s, 1H), 7.44 (d, 2H, J=8.6 Hz), 7.23 (bs, 1H), 7.17 (bs, 1H), 7.10 (d, 2H, J=8.6 Hz), 5.16~5.26 (m, 1H), 3.07 (ddd, 1H, J=17.1, 13.5, 4.5 Hz), 2.83 (dm, 1H, J=17.1 Hz), 2.55~2.66 (m, 2H)... Reactants: BrC=1C=C2C3(N=C(OC3)N(C(=O)OC(C)(C)C)C(=O)OC(C)(C)C)C3(COC3)COC2=CC1 (di-tert-butyl (6′-bromodispiro[1,3-oxazole-4,4′-chromene-3′,3″-oxetan]-2-yl)imidodicarbonate), ClC=1C(=NC=CC1)N (3-chloropyridin-2-amine), C(C)(C)(C)P(C1=C(C=CC=C1)C1=C(C=C(C=C1C(C)C)C(C)C)C(C)C)C(C)(C)C (di-tert-butyl(2′,4′,6′-triisopropylbiphenyl-2-yl)phosphine), C(=O)([O-])[O-].[Cs+].[Cs+] (Cs2CO3). The reagents and catalysts are C1(=CC=CC=C1)\C=C\C(\C=C\C1=CC=CC=C1)=O.[Pd] ((1E,4E)-1,5-diphenylpenta-1,4-dien-3-one palladium). Run in O1CCOCC1 (1,4-dioxane). Run at temperature 100 celsius, time 48 hour. Yields the product ClC=1C(=NC=CC1)NC=1C=C2C3(N=C(OC3)N)C3(COC3)COC2=CC1 (6′-(3-chloropyridin-2-yl)aminodispiro[1,3-oxazole-4,4′-chromene-3′,3″-oxetane]-2-amine). The yield is 26.3%. Reaction SMILES: Br[C:2]1[CH:3]=[C:4]2[C:31](=[CH:32][CH:33]=1)[O:30][CH2:29][C:25]1([CH2:28][O:27][CH2:26]1)[C:5]12[CH2:9][O:8][C:7]([N:10](C(OC(C)(C)C)=O)C(OC(C)(C)C)=O)=[N:6]1.[Cl:34][C:35]1[C:36]([NH2:41])=[N:37][CH:38]=[CH:39][CH:40]=1.C(P(C(C)(C)C)C1C=CC=CC=1C1C(C(C)C)=CC(C(C)C)=CC=1C(C)C)(C)(C)C.C([O-])([O-])=O.[Cs+].[Cs+]>O1CCOCC1.C1(/C=C/C(=O)/C=C/C2C=CC=CC=2)C=CC=CC=1.[Pd]>[Cl:34][C:35]1[C:36]([NH:41][C:2]2[CH:3]=[C:4]3[C:31](=[CH:32][CH:33]=2)[O:30][CH2:29][C:25]2([CH2:28][O:27][CH2:26]2)[C:5]23[CH2:9][O:8][C:7]([NH2:10])=[N:6]2)=[N:37][CH:38]=[CH:39][CH:40]=1 |f:3.4.5,7.8|. Procedure details: The mixture of di-tert-butyl (6′-bromodispiro[1,3-oxazole-4,4′-chromene-3′,3″-oxetan]-2-yl)imidodicarbonate (150 mg, 0.286 mmol), 3-chloropyridin-2-amine (184 mg, 1.43 mmol), (1E,4E)-1,5-diphenylpenta-1,4-dien-3-one-palladium (3:2) (52 mg, 0.057 mmol), di-tert-butyl(2′,4′,6′-triisopropylbiphenyl-2-yl)phosphine (97 mg, 0.23 mmol), and Cs2CO3(279 mg, 0.857 mmol) in 1,4-dioxane (7.5 ml) was stirred for 48 hours at 100° C. The reaction mixture was cooled down to ambient temperature, and partitioned ... Starting materials: NC1=C(C=C(C=C1[N+](=O)[O-])F)N (1,2-diamino-4-fluoro-6-nitrobenzene), O.O.C(C(=O)O)(=O)O (oxalic acid dihydrate). The solvent is Cl (HCl). Yields the product FC1=CC(=C2NC(C(NC2=C1)=O)=O)[N+](=O)[O-] (7-fluoro-5-nitro-1,4-dihydro-2,3-quinoxalinedione). The yield is 43.5%. RXN SMILES: [NH2:1][C:2]1[C:7]([N+:8]([O-:10])=[O:9])=[CH:6][C:5]([F:11])=[CH:4][C:3]=1[NH2:12].O.O.[C:15](O)(=[O:19])[C:16](O)=[O:17]>Cl>[F:11][C:5]1[CH:4]=[C:3]2[C:2]([NH:1][C:15](=[O:19])[C:16](=[O:17])[NH:12]2)=[C:7]([N+:8]([O-:10])=[O:9])[CH:6]=1 |f:1.2.3|. Procedure details: A mixture of 1,2-diamino-4-fluoro-6-nitrobenzene (80 mg, 0.46 mmole) and oxalic acid dihydrate (70 mg, 0.56 mmole, used as received) in 4N HCl (4 mL) was refluxed at 120°-5° C. for 3 h, then cooled to room temperature. The mixture was centrifuged and the supernatant was removed. The yellow solid was washed by cold water (2×2 mL), collected by filtration, and dried in vacuo for 2 h, affording 45 mg of crude 7-fluoro-5-nitro-1,4-dihydro-2,3-quinoxalinedione (42% ) as a yellow powder. The crude pro... The reactants are [N+](=O)([O-])C=1C=C(C=CC1NCC1CCOCC1)NC(C)=O (N-{3-Nitro-4-[(tetrahydro-2H-pyran-4-ylmethyl)amino]phenyl}acetamide). The solvent is CCOC(=O)C (EtOAc), [Pd] (Pd/C). The product is NC=1C=C(C=CC1NCC1CCOCC1)NC(C)=O (N-{3-Amino-4-[(tetrahydro-2H-pyran-4-ylmethyl)amino]phenyl}acetamide). RXN SMILES: [N+:1]([C:4]1[CH:5]=[C:6]([NH:18][C:19](=[O:21])[CH3:20])[CH:7]=[CH:8][C:9]=1[NH:10][CH2:11][CH:12]1[CH2:17][CH2:16][O:15][CH2:14][CH2:13]1)([O-])=O>CCOC(C)=O.[Pd]>[NH2:1][C:4]1[CH:5]=[C:6]([NH:18][C:19](=[O:21])[CH3:20])[CH:7]=[CH:8][C:9]=1[NH:10][CH2:11][CH:12]1[CH2:13][CH2:14][O:15][CH2:16][CH2:17]1. Procedure: N-{3-Nitro-4-[(tetrahydro-2H-pyran-4-ylmethyl)amino]phenyl}acetamide (28.9 g, 98.5 mmol) was dissolved in 1.0 L of EtOAc containing a catalytic amount of 10% Pd/C. The solution was shaken under H2 atmosphere (40 psi) using a Parr hydrogenation apparatus overnight at room temperature. The solution was filtered through celite and the solvent was evaporated. Yield: 25.9 g (99%). 1H NMR (400 MHz, CHLOROFORM-D) δ 1.4 (m, 2 H), 1.7 (m, 2 H), 1.82-1.91 (m, 1 H), 2.13 (s, 3 H), 2.99 (d, J=6.64, 2 H), 3.... Reactants: C(C)(C)N(C(C)C)CC (N,N-Diisopropylethylamine), C1(=CC=CC=C1)C(C1=CC=CC=C1)OC(=O)C1=C(CS[C@H]2N1C([C@H]2NC(CC2=CC=CC=C2)=O)=O)S (diphenylmethyl-3-mercapto-7β-phenylacetamidoceph-3-em-4-carboxylate). Run in O1CCCC1 (tetrahydrofuran). Reaction conditions: time 90 minute. Yields the product O=C1OCC(=C1)CSC=1CS[C@H]2N(C1C(=O)OC(C1=CC=CC=C1)C1=CC=CC=C1)C([C@H]2NC(CC2=CC=CC=C2)=O)=O (Diphenymethyl 3-(2,5-Dihydro-2-oxofuran-4-yl-methylthio) -7β-phenylacetamidoceph-3-em-4-carboxylate). RXN SMILES: C(N(CC)[CH:5]([CH3:7])[CH3:6])(C)C.[C:10]1([CH:16]([O:23][C:24]([C:26]2[N:31]3[C:32](=[O:44])[C@@H:33]([NH:34][C:35](=[O:43])[CH2:36][C:37]4[CH:42]=[CH:41][CH:40]=[CH:39][CH:38]=4)[C@H:30]3[S:29][CH2:28][C:27]=2[SH:45])=[O:25])[C:17]2[CH:22]=[CH:21][CH:20]=[CH:19][CH:18]=2)[CH:15]=[CH:14][CH:13]=[CH:12][CH:11]=1>O1CCCC1>[O:25]=[C:24]1[CH:7]=[C:5]([CH2:6][S:45][C:27]2[CH2:28][S:29][C@@H:30]3[C@H:33]([NH:34][C:35](=[O:43])[CH2:36][C:37]4[CH:42]=[CH:41][CH:40]=[CH:39][CH:38]=4)[C:32](=[O:44])[N:31]3[C:26]=2[C:24]([O:23][CH:16]([C:17]2[CH:18]=[CH:19][CH:20]=[CH:21][CH:22]=2)[C:10]2[CH:15]=[CH:14][CH:13]=[CH:12][CH:11]=2)=[O:25])[CH2:16][O:23]1. Procedure: N,N-Diisopropylethylamine (0.15 ml) was added to a stirred solution of diphenylmethyl-3-mercapto-7β-phenylacetamidoceph-3-em-4-carboxylate (500 mg) and 4-bromomethyl-2(5H)-furanone1 (200 mg) in tetrahydrofuran (10 ml). After stirring at room temperature for 90 mins. the mixture was partitioned between ethyl acetate and aqueous citric acid solution. The organic phase was separated and washed three times with water, then brine, dried over magnesium sulphate and evaporated. The title compound (474 ... Starting materials: I(=O)(=O)(=O)[O-].[Na+] (sodium periodate), [Cl-].[NH4+] (ammonium chloride), ice, COC(=O)C=1C(C(=C(NC1C)COCC(CO)O)C(=O)OCC)C1=C(C=CC=C1)Cl (4-(2-chlorophenyl)-2-(2,3-dihydroxypropoxymethyl)-1,4-dihydro-6-methyl-3,5-pyridinedicarboxylic acid 3-ethyl 5-methyl ester). Run in CO (methanol), O (water). Reaction conditions: time 10 minute. Product: COC(=O)C1=C(NC(=C(C1C1=C(C=CC=C1)Cl)C(=O)OCC)COCC=O)C (4-(2-Chlorophenyl)-2-methyl-6-(2-oxo-ethoxymethyl)-1,4-dihydro-3,5-pyridinedicarboxylic acid 5-ethyl 3-methyl ester). The yield is 97.9%. RXN SMILES: [CH3:1][O:2][C:3]([C:5]1[CH:6]([C:24]2[CH:29]=[CH:28][CH:27]=[CH:26][C:25]=2[Cl:30])[C:7]([C:19]([O:21][CH2:22][CH3:23])=[O:20])=[C:8]([CH2:12][O:13][CH2:14][CH:15]([OH:18])CO)[NH:9][C:10]=1[CH3:11])=[O:4].I([O-])(=O)(=O)=O.[Na+].[Cl-].[NH4+]>CO.O>[CH3:1][O:2][C:3]([C:5]1[CH:6]([C:24]2[CH:29]=[CH:28][CH:27]=[CH:26][C:25]=2[Cl:30])[C:7]([C:19]([O:21][CH2:22][CH3:23])=[O:20])=[C:8]([CH2:12][O:13][CH2:14][CH:15]=[O:18])[NH:9][C:10]=1[CH3:11])=[O:4] |f:1.2,3.4|. Reported procedure: To an ice-cooled solution of 4-(2-chlorophenyl)-2-(2,3-dihydroxypropoxymethyl)-1,4-dihydro-6-methyl-3,5-pyridinedicarboxylic acid 3-ethyl 5-methyl ester (IC, 13.0 g) in methanol (150 mL) was added a solution of sodium periodate (7.6 g) dissolved in water (100 mL) dropwise over 15 min. After stirring for 10 min, a saturated solution of ammonium chloride (25 mL) was added. Volatile materials were removed under reduced pressure, then ethyl acetate (200 mL) and water (100 mL) were added. The organic... Starting materials: [N+](=O)([O-])C1=C(C=CC=C1)C(C1=CC=CC=C1)OC(C(Cl)(Cl)Cl)=O (Trichloro-acetic acid (2-nitro-phenyl)-phenyl-methyl ester), COC=1C=C(C=CC1)C(C1=C(C=CC=C1)[N+](=O)[O-])OC(C(Cl)(Cl)Cl)=O (Trichloro-acetic acid (3-methoxy-phenyl)-(2-nitro-phenyl)-methyl ester). Run in C(C)#N (acetonitrile). Yields the product N(=O)C1=C(C(=O)C2=CC=CC=C2)C=CC=C1 (2-nitrosobenzophenone), COC=1C=C(C=CC1)C(C1=C(C=CC=C1)N=O)=O (3′-methoxy-2-nitrosobenzophenone). Reaction SMILES: [N+:1]([C:4]1[CH:9]=[CH:8][CH:7]=[CH:6][C:5]=1[CH:10]([O:17]C(=O)C(Cl)(Cl)Cl)[C:11]1[CH:16]=[CH:15][CH:14]=[CH:13][CH:12]=1)([O-])=[O:2].[CH3:24][O:25][C:26]1[CH:27]=[C:28]([CH:32]([O:42]C(=O)C(Cl)(Cl)Cl)[C:33]2[CH:38]=[CH:37][CH:36]=[CH:35][C:34]=2[N+:39]([O-])=[O:40])[CH:29]=[CH:30][CH:31]=1>C(#N)C>[N:1]([C:4]1[CH:9]=[CH:8][CH:7]=[CH:6][C:5]=1[C:10]([C:11]1[CH:16]=[CH:15][CH:14]=[CH:13][CH:12]=1)=[O:17])=[O:2].[CH3:24][O:25][C:26]1[CH:27]=[C:28]([C:32](=[O:42])[C:33]2[CH:38]=[CH:37][CH:36]=[CH:35][C:34]=2[N:39]=[O:40])[CH:29]=[CH:30][CH:31]=1. Procedure details: A more powerful 100 W high pressure mercury arc lamp was initially used for the irradiation of α-phenyl-2-nitrobenzyltrichloroacetate (33) and α-(3-methoxyphenyl)-2-nitrobenzyl-trichloroacetate (35) at 365 nm (Scheme 3). The rate of photoconversion was monitored by HPLC, TLC and UV. Depending on the concentration of solution (0.002-2% in acetonitrile) and the length of light path used (1-10 mm) the rate of photoconversion varied between 20% and 90% for a 5 min irradiation. The products of photol... Reactants: CC(C)CC(Nc1ccc(-c2ccc(N3CCN(C(=O)OC(C)(C)C)CC3)cc2)cc1)C(=O)NCC#N, [Na+], O=C([O-])O. Product: CC(C)CC(Nc1ccc(-c2ccc(N3CCNCC3)cc2)cc1)C(=O)NCC#N. As a reaction SMILES: [C:1](#[N:2])[CH2:3][NH:4][C:5](=[O:6])[CH:7]([CH2:8][CH:9]([CH3:10])[CH3:11])[NH:12][c:13]1[cH:14][cH:15][c:16](-[c:19]2[cH:20][cH:21][c:22]([N:25]3[CH2:26][CH2:27][N:28]([C:31]([O:32][C:33]([CH3:34])([CH3:35])[CH3:36])=[O:37])[CH2:29][CH2:30]3)[cH:23][cH:24]2)[cH:17][cH:18]1.[Na+:42].[O-:38][C:39]([OH:40])=[O:41]>>[C:1](#[N:2])[CH2:3][NH:4][C:5](=[O:6])[CH:7]([CH2:8][CH:9]([CH3:10])[CH3:11])[NH:12][c:13]1[cH:14][cH:15][c:16](-[c:19]2[cH:20][cH:21][c:22]([N:25]3[CH2:26][CH2:27][NH:28][CH2:29][CH2:30]3)[cH:23][cH:24]2)[cH:17][cH:18]1. Reactants: BrBr (bromine), C(C)(=O)N1CCC2=C(C=C(C=C12)C)C (1-Acetyl-4,6-dimethylindoline), ice water. Solvent: C(C)(=O)O (acetic acid). Reaction conditions: time 1 hour. The product is C(C)(=O)N1CCC2=C(C(=C(C=C12)C)Br)C (1-acetyl-5-bromo-4,6-dimethylindoline). RXN SMILES: [C:1]([N:4]1[C:12]2[C:7](=[C:8]([CH3:14])[CH:9]=[C:10]([CH3:13])[CH:11]=2)[CH2:6][CH2:5]1)(=[O:3])[CH3:2].[Br:15]Br>C(O)(=O)C>[C:1]([N:4]1[C:12]2[C:7](=[C:8]([CH3:14])[C:9]([Br:15])=[C:10]([CH3:13])[CH:11]=2)[CH2:6][CH2:5]1)(=[O:3])[CH3:2]. Reported procedure: 1-Acetyl-4,6-dimethylindoline (5.5 g) was dissolved in acetic acid (150 ml), and bromine (2.2 ml) was added dropwise at room temperature. The mixture was stirred at room temperature for 1 hour, and poured into ice water. The precipitated solid was collected by filtration, and recrystallized from methanol to give 6.5 g of the title compound (1). Starting materials: COC(=O)N=C=S (methoxy carbonyl isothiocyanate), NC1=C(C=C(C=C1)S(=O)CC=C)[N+](=O)[O-] (1-amino-2-nitro-4-(prop-2-en-1-ylsulfinyl)-benzene), NC1=C(C=C(C=C1)S(=O)CC#C)[N+](=O)[O-] (1-amino-2-nitro-4-(prop-2-yn-1-ylsulfinyl)benzene). The solvent is CC(=O)C (acetone). The product is COC(=O)NC(NC1=C(C=C(C=C1)S(=O)CC=C)[N+](=O)[O-])=S (1-(3-methoxycarbonyl-2-thioureido)-2-nitro-4-(prop-2-en-1-ylsulfinyl)benzene), COC(=O)NC(NC1=C(C=C(C=C1)S(=O)CC#C)[N+](=O)[O-])=S (1-(3-methoxycarbonyl-2-thioureido)-2-nitro-4-(prop-2-yn-sulfinyl)benzene). RXN SMILES: [NH2:1][C:2]1[CH:7]=[CH:6][C:5]([S:8]([CH2:10][CH:11]=[CH2:12])=[O:9])=[CH:4][C:3]=1[N+:13]([O-:15])=[O:14].[NH2:16][C:17]1[CH:22]=[CH:21][C:20]([S:23]([CH2:25][C:26]#[CH:27])=[O:24])=[CH:19][C:18]=1[N+:28]([O-:30])=[O:29].[CH3:31][O:32][C:33]([N:35]=[C:36]=[S:37])=[O:34]>CC(C)=O>[CH3:31][O:32][C:33]([NH:35][C:36](=[S:37])[NH:1][C:2]1[CH:7]=[CH:6][C:5]([S:8]([CH2:10][CH:11]=[CH2:12])=[O:9])=[CH:4][C:3]=1[N+:13]([O-:15])=[O:14])=[O:34].[CH3:31][O:32][C:33]([NH:35][C:36](=[S:37])[NH:16][C:17]1[CH:22]=[CH:21][C:20]([S:23]([CH2:25][C:26]#[CH:27])=[O:24])=[CH:19][C:18]=1[N+:28]([O-:30])=[O:29])=[O:34]. Procedure: 1.5 G. of 1-amino-2-nitro-4-(prop-2-en-1-ylsulfinyl)-benzene or 1-amino-2-nitro-4-(prop-2-yn-1-ylsulfinyl)benzene, prepared according to Example XXII, in 200 ml. acetone is treated with 4 g. methoxy carbonyl isothiocyanate at room temperature for several days (i.e., until no starting material is present). The mixture is concentrated and the residue triturated with methanol to yield 1-(3-methoxycarbonyl-2-thioureido)-2-nitro-4-(prop-2-en-1-ylsulfinyl)benzene or 1-(3-methoxycarbonyl-2-thioureido)-...